This data is from the Open Reaction Database (ORD), a public repository of structured organic reaction records. The task is: describe an organic reaction: reactants, conditions, products, and yield Starting materials: BrC(Br)(Br)Br, CC(C)Cc1ccc(-c2cc(-c3csc(CO)c3)on2)cc1, CCN(C(C)C)C(C)C, ClCCl, Cl, CCOC(=O)C1CNC1, [Na+], O, O=C([O-])O, c1ccc(P(c2ccccc2)c2ccccc2)cc1. Yields the product CCOC(=O)C1CN(Cc2cc(-c3cc(-c4ccc(CC(C)C)cc4)no3)cs2)C1. RXN SMILES: [C:23]([Br:24])([Br:25])([Br:26])[Br:27].[CH2:1]([CH:2]([CH3:3])[CH3:4])[c:5]1[cH:6][cH:7][c:8](-[c:11]2[n:12][o:13][c:14](-[c:16]3[cH:17][c:18]([CH2:21][OH:22])[s:19][cH:20]3)[cH:15]2)[cH:9][cH:10]1.[CH:57]([N:58]([CH2:59][CH3:60])[CH:61]([CH3:62])[CH3:63])([CH3:64])[CH3:65].[Cl:71][CH2:72][Cl:73].[ClH:47].[NH:48]1[CH2:49][CH:50]([C:52](=[O:53])[O:54][CH2:55][CH3:56])[CH2:51]1.[Na+:66].[OH2:74].[OH:67][C:68](=[O:69])[O-:70].[c:28]1([P:29]([c:30]2[cH:31][cH:32][cH:33][cH:34][cH:35]2)[c:36]2[cH:37][cH:38][cH:39][cH:40][cH:41]2)[cH:42][cH:43][cH:44][cH:45][cH:46]1>>[CH2:1]([CH:2]([CH3:3])[CH3:4])[c:5]1[cH:6][cH:7][c:8](-[c:11]2[n:12][o:13][c:14](-[c:16]3[cH:17][c:18]([CH2:21][N:48]4[CH2:49][CH:50]([C:52](=[O:53])[O:54][CH2:55][CH3:56])[CH2:51]4)[s:19][cH:20]3)[cH:15]2)[cH:9][cH:10]1. The reactants are COC1=C(C(=O)O)C=C(C(=C1)N)Cl (2-Methoxy-4-amino-5-chlorobenzoic acid), C(C)N(CCN)CC (2-(diethylamino)ethylamine), 1-methanesulfoyloxy-1,2,3-benzotriazole, C(Cl)(Cl)Cl (chloroform). Solvent: C(C)N(CC)CC (triethylamine). Reaction conditions: time 18 hour. Yields the product C(C)N(CCNC(C1=C(C=C(C(=C1)Cl)N)OC)=O)CC (N-(2-diethylaminoethyl)-2-methoxy-4-amino-5-chlorobenzamide). Isolated yield 60.5%. As a reaction SMILES: [CH3:1][O:2][C:3]1[CH:11]=[C:10]([NH2:12])[C:9]([Cl:13])=[CH:8][C:4]=1[C:5]([OH:7])=O.C(Cl)(Cl)Cl.[CH2:18]([N:20]([CH2:24][CH3:25])[CH2:21][CH2:22][NH2:23])[CH3:19]>C(N(CC)CC)C>[CH2:18]([N:20]([CH2:24][CH3:25])[CH2:21][CH2:22][NH:23][C:5](=[O:7])[C:4]1[CH:8]=[C:9]([Cl:13])[C:10]([NH2:12])=[CH:11][C:3]=1[O:2][CH3:1])[CH3:19]. Reported procedure: 2-Methoxy-4-amino-5-chlorobenzoic acid (1.0 g) and 1-methanesulfoyloxy-1,2,3-benzotriazole (1.07 g) are suspended into chloroform (15 ml) and therto is added dropwise triethylamine (0.7 ml) with stirring under ice-cooling to give a clear solution. To the solution is added 2-(diethylamino)ethylamine (0.6 g) at room temperature and the mixture is allowed to stand for 18 hours. The solvent is then distilled off and thereto are added water and 1 N aqueous sodium hydroxide. The resulting crystals are... The reactants are C(C)C1=C(C=CC=2N(C=NC21)C(=O)OC(C)(C)C)[N+](=O)[O-] (tert-butyl 4-ethyl-5-nitro-1H-benzo[d]imidazole-1-carboxylate), C(=O)(C(F)(F)F)O (TFA), [C-]#N.[Na+] (sodium cyanide), C(#N)[Cu] (CuCN), Cl (HCl), N(=O)[O-].[Na+] (sodium nitrite). The solvent is C(Cl)Cl (DCM), O (water), CCOC(=O)C (EtOAc). Conditions: temperature 40 celsius, time 30 minute. The product is C(C)C1=C(C=CC=2NC=NC21)C#N (4-ethyl-1H-benzo[d]imidazole-5-carbonitrile). Isolated yield 76.4%. As a reaction SMILES: [CH2:1]([C:3]1[C:11]2[N:10]=[CH:9][N:8](C(OC(C)(C)C)=O)[C:7]=2[CH:6]=[CH:5][C:4]=1[N+]([O-])=O)[CH3:2].C(O)(C(F)(F)F)=O.Cl.N([O-])=O.[Na+].[C-]#N.[Na+].[C:37]([Cu])#[N:38]>C(Cl)Cl.O.CCOC(C)=O>[CH2:1]([C:3]1[C:11]2[N:10]=[CH:9][NH:8][C:7]=2[CH:6]=[CH:5][C:4]=1[C:37]#[N:38])[CH3:2] |f:3.4,5.6|. Reported procedure: To a solution of tert-butyl 4-ethyl-5-nitro-1H-benzo[d]imidazole-1-carboxylate (13.6 g, 0.052 mol) in dry DCM (140 mL) was added TFA (20 mL, 0.26 mol, 5.0 equiv.), and the reaction mixture was heated at 40° C. for 16 h. The reaction mixture was concentrated and the crude solid re-dissolved in an acetone and water mixture (1:1, 40 mL). Concentrated HCl (14 mL) and sodium nitrite (3.95 g, 0.057 mol, 1.1 eq.) were then added at 0° C., and the reaction mixture was stirred at the same temperature for...